From a dataset of the Open Reaction Database (ORD), a public repository of structured organic reaction records. describe an organic reaction: reactants, conditions, products, and yield Starting materials: ClC1=NC=C(C=C1)[N+](=O)[O-] (2-chloro-5-nitropyridine), C(CO)(=O)OC (methyl glycolate), CC(C)([O-])C.[K+] (potassium tert-butoxide). Run in C1CCOC1 (THF). The product is COC(COC1=NC=C(C=C1)[N+](=O)[O-])=O ((5-Nitro-Pyridin-2-Yloxy)-Acetic Acid Methyl Ester). Yield: 17.2%. Reaction SMILES: Cl[C:2]1[CH:7]=[CH:6][C:5]([N+:8]([O-:10])=[O:9])=[CH:4][N:3]=1.[C:11]([O:15][CH3:16])(=[O:14])[CH2:12][OH:13].CC(C)([O-])C.[K+]>C1COCC1>[CH3:16][O:15][C:11](=[O:14])[CH2:12][O:13][C:2]1[CH:7]=[CH:6][C:5]([N+:8]([O-:10])=[O:9])=[CH:4][N:3]=1 |f:2.3|. Procedure: To a solution of 2-chloro-5-nitropyridine (1.0 g, 6.3 mmol) and methyl glycolate (0.67 mL, 8.2 mmol) in THF (10 mL) was added potassium tert-butoxide (0.92 g, 8.2 mmol) in one portion. After 1 h the reaction was poured onto ice, the solids isolated by filtration and washed with water. Purification on silica gel by column chromatography using 20% ethyl acetate in hexanes gave 0.23 g (18%) of the titled product as a white solid: 1H NMR (300 MHz, DMSO-d6) δ 9.02 (m, 1H), 7.15 (m, 1H), 5.06 (s, 2H),... Starting materials: C(C)(C)(C)OC(=O)C1=C(CS[C@H]2N1C([C@H]2NC(CC2=CC=CC=C2)=O)=O)CF (3-fluoromethyl-7β-phenylacetylamino-ceph-3-em-4-carboxylic acid tert.-butyl ester), FC(C(=O)O)(F)F (trifluoroacetic acid). Reaction conditions: time 30 minute. Product: FCC=1CS[C@H]2N(C1C(=O)O)C([C@H]2NC(CC2=CC=CC=C2)=O)=O (3-fluoromethyl-7β-phenylacetylamino-ceph-3-em-4-carboxylic acid). RXN SMILES: C([O:5][C:6]([C:8]1[N:13]2[C:14](=[O:26])[C@@H:15]([NH:16][C:17](=[O:25])[CH2:18][C:19]3[CH:24]=[CH:23][CH:22]=[CH:21][CH:20]=3)[C@H:12]2[S:11][CH2:10][C:9]=1[CH2:27][F:28])=[O:7])(C)(C)C.FC(F)(F)C(O)=O>>[F:28][CH2:27][C:9]1[CH2:10][S:11][C@@H:12]2[C@H:15]([NH:16][C:17](=[O:25])[CH2:18][C:19]3[CH:24]=[CH:23][CH:22]=[CH:21][CH:20]=3)[C:14](=[O:26])[N:13]2[C:8]=1[C:6]([OH:7])=[O:5]. Procedure: A mixture of 45 mg of 3-fluoromethyl-7β-phenylacetylamino-ceph-3-em-4-carboxylic acid tert.-butyl ester and 2 ml of trifluoroacetic acid is left to stand for 30 minutes at room temperatur. The trifluoroacetic acid is then removed under reduced pressure and the residue is washed with acetone/ethyl ether mixture to give 3-fluoromethyl-7β-phenylacetylamino-ceph-3-em-4-carboxylic acid as an amorphous powder; thin layer chromatogram on silica gel (system: chloroform/methanol 1:1): Rf~0.50; ultraviole... RXN SMILES: [CH2:1]([c:2]1[cH:3][cH:4][cH:5][cH:6][cH:7]1)[O:8][C:9](=[O:10])[NH:11][CH:12]1[CH:13]([c:26]2[n:27][c:28]([CH3:31])[n:29][o:30]2)[CH2:14][CH:15]([NH:18][C:19](=[O:20])[O:21][C:22]([CH3:23])([CH3:24])[CH3:25])[CH2:16][CH2:17]1.[Cl:39][CH2:40][Cl:41].[F:32][C:33]([F:34])([F:35])[C:36]([OH:37])=[O:38]>>[CH2:1]([c:2]1[cH:3][cH:4][cH:5][cH:6][cH:7]1)[O:8][C:9](=[O:10])[NH:11][CH:12]1[CH:13]([c:26]2[n:27][c:28]([CH3:31])[n:29][o:30]2)[CH2:14][CH:15]([NH2:18])[CH2:16][CH2:17]1. The reactants are Cc1noc(C2CC(NC(=O)OC(C)(C)C)CCC2NC(=O)OCc2ccccc2)n1, ClCCl, O=C(O)C(F)(F)F. Product: Cc1noc(C2CC(N)CCC2NC(=O)OCc2ccccc2)n1. Starting materials: C(C)(C)(C)[Li] (tert-butyllithium), BrC=1C(=NN2C1C=CC=C2)C2=NC(=CC=C2)C (3-bromo-2-(6-methyl-pyridin-2-yl)-pyrazolo[1,5-a]pyridine), B(OC(C)C)(OC(C)C)OC(C)C (triisopropyl borate). The solvent is C1CCOC1 (THF). Reaction conditions: temperature -78 celsius, time 30 minute. Yields the product CC1=CC=CC(=N1)C1=NN2C(C=CC=C2)=C1B(O)O (2-(6-Methyl-pyridin-2-yl)-pyrazolo[1,5-a]pyridine-3-boronic acid). Reaction SMILES: Br[C:2]1[C:3]([C:11]2[CH:16]=[CH:15][CH:14]=[C:13]([CH3:17])[N:12]=2)=[N:4][N:5]2[CH:10]=[CH:9][CH:8]=[CH:7][C:6]=12.C([Li])(C)(C)C.[B:23](OC(C)C)([O:28]C(C)C)[O:24]C(C)C>C1COCC1>[CH3:17][C:13]1[N:12]=[C:11]([C:3]2[C:2]([B:23]([OH:28])[OH:24])=[C:6]3[CH:7]=[CH:8][CH:9]=[CH:10][N:5]3[N:4]=2)[CH:16]=[CH:15][CH:14]=1. Procedure: A solution of 3-bromo-2-(6-methyl-pyridin-2-yl)-pyrazolo[1,5-a]pyridine (PREP. 17, 0.2 g, 0.69 mmol) in THF (10 mL) is cooled to −78° C. and treated with tert-butyllithium (1.7 M in pentane, 1.6 mL, 2.8 mmol). This solution is stirred for 30 minutes at −78° C., treated with triisopropyl borate (0.39 g, 2.08 mmol), and stirred for 2 hr at −78° C. The reaction is then quenched with 1N HCl and stirred for 30 minutes at room temp. Evaporation leads to the solid crude product that is used without fur... The reactants are ice, BrC1=C(CBr)C=CC=C1 (2-bromobenzyl bromide), C(C=C)[Mg]Br (allyl magnesium bromide). Solvent: C1CCOC1 (THF). The product is BrC1=C(C=CC=C1)CCC=C (1-bromo-2-but-3-enyl-benzene). Reaction SMILES: [Br:1][C:2]1[CH:9]=[CH:8][CH:7]=[CH:6][C:3]=1[CH2:4]Br.[CH2:10]([Mg]Br)[CH:11]=[CH2:12]>C1COCC1>[Br:1][C:2]1[CH:9]=[CH:8][CH:7]=[CH:6][C:3]=1[CH2:4][CH2:12][CH:11]=[CH2:10]. Procedure: To an ice cold solution of 2-bromobenzyl bromide (5.00 g, 0.020 mol) in THF (25 mL) was added 1M allyl magnesium bromide (100 mL, 0.100 mol) slowly via cannula. The reaction mixture was stirred at reflux for 1.5 h, cooled in an ice bath and quenched with 50 mL of aqueous 2M H2SO4. Water (50 mL) was added to dissolve any remaining solid and the layers were separated. The aqueous layer was extracted with Et2O (2×150 mL). The combined organic extracts were dried over Na2SO4, filtered and concentrat... Isolated yield 50.0%. Procedure details: A suspension of 3 g (22 mmol) of 4-amino-5-formyl-3-methylpyrimidine, 5 g (44 mmol) of ethylcyanoacetate and 850 mg (100 mmol) of piperidine in 20 ml of ethanol was stirred for 20 hours at 20°-25° C. The fine-particled solid formed was separated off, freed from solvent residues under reduced pressure and suspended twice in 20 ml of ethanol each time. The crude product was finally washed with diethyl ether. Yield: 50% (fine powder); mp.: >200° C. Starting materials: NC=1N(CN=CC1C=O)C (4-amino-5-formyl-3-methylpyrimidine), C(C)OC(CC#N)=O (ethylcyanoacetate), N1CCCCC1 (piperidine). Yields the product C(#N)C1=CC2=C(N=C(N=C2)C)N=C1O (6-Cyano-7-hydroxy-2-methylpyrido [2,3-d]pyrimidine). Reaction SMILES: [NH2:1][C:2]1[N:3](C)[CH2:4][N:5]=[CH:6][C:7]=1[CH:8]=O.C([O:13][C:14](=O)[CH2:15][C:16]#[N:17])C.N1CCCC[CH2:20]1>C(O)C>[C:16]([C:15]1[C:14]([OH:13])=[N:1][C:2]2[N:3]=[C:4]([CH3:20])[N:5]=[CH:6][C:7]=2[CH:8]=1)#[N:17]. Run at time 20 hour. Run in C(C)O (ethanol). Starting materials: OC1=C(C#N)C=CC=C1OCCOCCOC (2-hydroxy-3-(2-(2-methoxyethoxy)ethoxy)benzonitrile), CCO.Cl (EtOH HCl). Yields the product Cl.OC1=C(C(OCC)=N)C=CC=C1OCCOCCOC (ethyl 2-hydroxy-3-(2-(2-methoxyethoxy)ethoxy)benzimidate hydrochloride). Reaction SMILES: [OH:1][C:2]1[C:9]([O:10][CH2:11][CH2:12][O:13][CH2:14][CH2:15][O:16][CH3:17])=[CH:8][CH:7]=[CH:6][C:3]=1[C:4]#[N:5].[CH3:18][CH2:19][OH:20].[ClH:21]>>[ClH:21].[OH:1][C:2]1[C:9]([O:10][CH2:11][CH2:12][O:13][CH2:14][CH2:15][O:16][CH3:17])=[CH:8][CH:7]=[CH:6][C:3]=1[C:4](=[NH:5])[O:20][CH2:19][CH3:18] |f:1.2,3.4|. Procedure: A solution of 2-hydroxy-3-(2-(2-methoxyethoxy)ethoxy)benzonitrile (6 g) in EtOH/HCl (g) (150 mL) was heated to 40° C. overnight in a sealed tube. The solvent was evaporated under vacuum and the residue (7 g, crude) was used for the next step without further purification. The reactants are COCCOCOc1c(OC)cc(C=CC=CC(=O)NCCCN2CCC(c3c[nH]c4ccccc34)CC2)cc1OC, CO, [Na+], [Na+], O=C([O-])[O-], O, Cc1ccc(S(=O)(=O)O)cc1. The product is COc1cc(C=CC=CC(=O)NCCCN2CCC(c3c[nH]c4ccccc34)CC2)cc(OC)c1O. RXN SMILES: [CH3:1][O:2][c:3]1[cH:4][c:5]([CH:18]=[CH:19][CH:20]=[CH:21][C:22](=[O:23])[NH:24][CH2:25][CH2:26][CH2:27][N:28]2[CH2:29][CH2:30][CH:31]([c:34]3[cH:35][nH:36][c:37]4[cH:38][cH:39][cH:40][cH:41][c:42]34)[CH2:32][CH2:33]2)[cH:6][c:7]([O:16][CH3:17])[c:8]1[O:9][CH2:10][O:11][CH2:12][CH2:13][O:14][CH3:15].[CH3:61][OH:62].[Na+:55].[Na+:56].[O-:57][C:58](=[O:59])[O-:60].[OH2:43].[c:44]1([CH3:45])[cH:46][cH:47][c:48]([S:49]([OH:50])(=[O:51])=[O:52])[cH:53][cH:54]1>>[CH3:1][O:2][c:3]1[cH:4][c:5]([CH:18]=[CH:19][CH:20]=[CH:21][C:22](=[O:23])[NH:24][CH2:25][CH2:26][CH2:27][N:28]2[CH2:29][CH2:30][CH:31]([c:34]3[cH:35][nH:36][c:37]4[cH:38][cH:39][cH:40][cH:41][c:42]34)[CH2:32][CH2:33]2)[cH:6][c:7]([O:16][CH3:17])[c:8]1[OH:9]. Reported procedure: 5-Aminoisoquinoline-3-carboxylic acid (25 g) is added to methanol (2 liters). The mixture is heated to the reflux temperature and a stream of dry hydrogen chloride is bubbled through for 3 hours. The mixture is heated under reflux for a further 3 hours and then concentrated to dryness under reduced pressure (20 mm Hg; 2.7 kPa) at 60° C. The residue is dissolved in water (200 cc) and the solution is washed with ethyl acetate (2×100 cc). The aqueous solution is rendered alkaline to pH 9 by adding ... Product: NC1=C2C=C(N=CC2=CC=C1)C(=O)OC (5-amino-3-methoxycarbonylisoquinoline). Reactants: NC1=C2C=C(N=CC2=CC=C1)C(=O)O (5-Aminoisoquinoline-3-carboxylic acid), CO (methanol). RXN SMILES: [NH2:1][C:2]1[CH:11]=[CH:10][CH:9]=[C:8]2[C:3]=1[CH:4]=[C:5]([C:12]([OH:14])=[O:13])[N:6]=[CH:7]2.[CH3:15]O>>[NH2:1][C:2]1[CH:11]=[CH:10][CH:9]=[C:8]2[C:3]=1[CH:4]=[C:5]([C:12]([O:14][CH3:15])=[O:13])[N:6]=[CH:7]2.